This data is from the Open Reaction Database (ORD), a public repository of structured organic reaction records. The task is: describe an organic reaction: reactants, conditions, products, and yield Conditions: temperature -30 celsius, time 15 minute. As a reaction SMILES: [F:1][C:2]1[CH:7]=[C:6]([F:8])[CH:5]=[CH:4][C:3]=1[C:9]1[N:10]=[C:11]2[N:15]([C:16]=1I)[CH:14]=[CH:13][O:12]2.C([Mg]Cl)(C)C.I[C:24]1[CH:25]=[CH:26][C:27]2[N:28]([C:30]([C:33]([O:35][CH2:36][CH3:37])=[O:34])=[N:31][N:32]=2)[N:29]=1.CN(C=O)C>C1COCC1.C(Cl)Cl.[Cl-].[Zn+2].[Cl-].C1C=CC([P]([Pd]([P](C2C=CC=CC=2)(C2C=CC=CC=2)C2C=CC=CC=2)([P](C2C=CC=CC=2)(C2C=CC=CC=2)C2C=CC=CC=2)[P](C2C=CC=CC=2)(C2C=CC=CC=2)C2C=CC=CC=2)(C2C=CC=CC=2)C2C=CC=CC=2)=CC=1>[F:1][C:2]1[CH:7]=[C:6]([F:8])[CH:5]=[CH:4][C:3]=1[C:9]1[N:10]=[C:11]2[N:15]([C:16]=1[C:24]1[CH:25]=[CH:26][C:27]3[N:28]([C:30]([C:33]([O:35][CH2:36][CH3:37])=[O:34])=[N:31][N:32]=3)[N:29]=1)[CH:14]=[CH:13][O:12]2 |f:6.7.8,^1:57,59,78,97|. Reactants: FC1=C(C=CC(=C1)F)C=1N=C2OC=CN2C1I (6-(2,4-difluorophenyl)-5-iodoimidazo[2,1-b]oxazole), C(C)(C)[Mg]Cl (i-PrMgCl), IC=1C=CC=2N(N1)C(=NN2)C(=O)OCC (ethyl 6-iodo-[1,2,4]triazolo[4,3-b]pyridazine-3-carboxylate), CN(C)C=O (DMF). Solvent: C1CCOC1 (THF), C1CCOC1 (THF), C(Cl)Cl (DCM). Yields the product FC1=C(C=CC(=C1)F)C=1N=C2OC=CN2C1C=1C=CC=2N(N1)C(=NN2)C(=O)OCC (Ethyl 6-(6-(2,4-difluorophenyl)imidazo[2,1-b]oxazol-5-yl)-[1,2,4]triazolo[4,3-b]pyridazine-3-carboxylate). Reagents/catalysts: [Cl-].[Zn+2].[Cl-] (zinc chloride), C=1C=CC(=CC1)[P](C=2C=CC=CC2)(C=3C=CC=CC3)[Pd]([P](C=4C=CC=CC4)(C=5C=CC=CC5)C=6C=CC=CC6)([P](C=7C=CC=CC7)(C=8C=CC=CC8)C=9C=CC=CC9)[P](C=1C=CC=CC1)(C=1C=CC=CC1)C=1C=CC=CC1 (Pd(PPh3)4), [Cl-].[Zn+2].[Cl-] (zinc chloride). Reported procedure: A 100 mL 3-neck flask and a stir bar were dried in oven overnight and then cooled under nitrogen. The reaction was kept under a nitrogen atmosphere through its entirety. 6-(2,4-difluorophenyl)-5-iodoimidazo[2,1-b]oxazole (10.0 g, 28.9 mmol, Preparation #C.1) was added to the 3-neck flask and dissolved in THF (90 mL). The reaction mixture was cooled to about −30° C. and then a solution of i-PrMgCl (2.0 M in THF, 15.9 mL, 31.8 mmol) was added dropwise. The reaction mixture continued stirring at ab... Yield: 58.1%. The reactants are ClC1=CC=C(C=C1)NCCNCCC=C1C2=C(OCC3=C1C=CC=N3)C=CC(=C2)C(C)(C)O (2-(5-{3-[2-(4-chloro-phenylamino)-ethylamino]-propylidene}-5,11-dihydro-10-oxa-1-aza-dibenzo[a,d]cyclohepten-7-yl)-propan-2-ol), C(C)=O (acetaldehyde), C(C)(=O)O[BH-](OC(C)=O)OC(C)=O.[Na+] (sodium triacetoxy borohydride), C(C)(=O)O (acetic acid). The solvent is ClC(C)Cl (dichloroethane). Reaction conditions: time 8 hour. The product is ClC1=CC=C(C=C1)N(CCN(CCC=C1C2=C(OCC3=C1C=CC=N3)C=CC(=C2)C(C)(C)O)CC)CC (2-{5-[3-({2-[(4-Chloro-phenyl)-ethyl-amino]-ethyl}-ethyl-amino)-propylidene]-5,11-dihydro-10-oxa-1-aza-dibenzo[a,d]cyclohepten-7-yl}-propan-2-ol). Reaction SMILES: [Cl:1][C:2]1[CH:7]=[CH:6][C:5]([NH:8][CH2:9][CH2:10][NH:11][CH2:12][CH2:13][CH:14]=[C:15]2[C:21]3[CH:22]=[CH:23][CH:24]=[N:25][C:20]=3[CH2:19][O:18][C:17]3[CH:26]=[CH:27][C:28]([C:30]([OH:33])([CH3:32])[CH3:31])=[CH:29][C:16]2=3)=[CH:4][CH:3]=1.[CH:34](=O)[CH3:35].[C:37](O[BH-](OC(=O)C)OC(=O)C)(=O)[CH3:38].[Na+].C(O)(=O)C>ClC(Cl)C>[Cl:1][C:2]1[CH:7]=[CH:6][C:5]([N:8]([CH2:34][CH3:35])[CH2:9][CH2:10][N:11]([CH2:37][CH3:38])[CH2:12][CH2:13][CH:14]=[C:15]2[C:21]3[CH:22]=[CH:23][CH:24]=[N:25][C:20]=3[CH2:19][O:18][C:17]3[CH:26]=[CH:27][C:28]([C:30]([OH:33])([CH3:31])[CH3:32])=[CH:29][C:16]2=3)=[CH:4][CH:3]=1 |f:2.3|. Procedure details: To a solution of 2-(5-{3-[2-(4-chloro-phenylamino)-ethylamino]-propylidene}-5,11-dihydro-10-oxa-1-aza-dibenzo[a,d]cyclohepten-7-yl)-propan-2-ol (0.13 g, 0.27 mmol) in dichloroethane (5.0 mL) was added acetaldehyde (0.045 mL, 0.81 mmol), sodium triacetoxy borohydride (0.17 g, 0.81 mmol) and catalytic acetic acid and stirred at room temperature overnight. The reaction mixture was concentrated and the residue was dissolved in dichloromethane and washed with saturated aqueous sodium bicarbonate. The... The reactants are O=C([O-])[O-], CC1(C)OB(C2CC2)OC1(C)C, O=[N+]([O-])c1cnc(Cl)c(-c2ccccc2)c1, [Cs+], [Cs+], C1COCCO1, O. Yields the product O=[N+]([O-])c1cnc(C2CC2)c(-c2ccccc2)c1. RXN SMILES: [C:29](=[O:30])([O-:31])[O-:32].[CH:17]1([B:20]2[O:21][C:22]([CH3:23])([CH3:24])[C:25]([CH3:26])([CH3:27])[O:28]2)[CH2:18][CH2:19]1.[Cl:1][c:2]1[n:3][cH:4][c:5]([N+:14](=[O:15])[O-:16])[cH:6][c:7]1-[c:8]1[cH:9][cH:10][cH:11][cH:12][cH:13]1.[Cs+:33].[Cs+:34].[O:36]1[CH2:37][CH2:38][O:39][CH2:40][CH2:41]1.[OH2:35]>>[c:2]1([CH:17]2[CH2:18][CH2:19]2)[n:3][cH:4][c:5]([N+:14](=[O:15])[O-:16])[cH:6][c:7]1-[c:8]1[cH:9][cH:10][cH:11][cH:12][cH:13]1. The reactants are ClC1=CC=C(C=C1)C1(OC1)C1(CC1)OC1=CC=C(C=C1)Cl (2-(4-chlorophenyl)-2-[1-(4-chlorophenoxy)cyclopropan-1-yl]-oxirane), compound, N1C=NC=C1 (imidazol). The product is ClC1=CC=C(C=C1)C(CN1C=NC=C1)(O)C1(CC1)OC1=CC=C(C=C1)Cl (1-[1-(4-chlorophenyl)-1-hydroxy-2-(imidazol-1-yl)-ethyl]-1-(4-chlorophenoxy)-cyclopropane). As a reaction SMILES: [Cl:1][C:2]1[CH:7]=[CH:6][C:5]([C:8]2([C:11]3([O:14][C:15]4[CH:20]=[CH:19][C:18]([Cl:21])=[CH:17][CH:16]=4)[CH2:13][CH2:12]3)[CH2:10][O:9]2)=[CH:4][CH:3]=1.[NH:22]1[CH:26]=[CH:25][N:24]=[CH:23]1>>[Cl:1][C:2]1[CH:3]=[CH:4][C:5]([C:8]([C:11]2([O:14][C:15]3[CH:20]=[CH:19][C:18]([Cl:21])=[CH:17][CH:16]=3)[CH2:12][CH2:13]2)([OH:9])[CH2:10][N:22]2[CH:26]=[CH:25][N:24]=[CH:23]2)=[CH:6][CH:7]=1. Procedure: 3.2 g=10 mmol of 2-(4-chlorophenyl)-2-[1-(4-chlorophenoxy)cyclopropan-1-yl]-oxirane (compound from Example 14) were reacted with 2.04 g=30 mmol of imidazol, as specified in Example 2a), in the absence of a solvent, and 2.9 g (75% of theory) of melting point: 172°-173° C. were obtained. Yields the product ClC1=NC2=CC(=CC=C2C=C1)C (2-Chloro-7-methylquinoline). Starting materials: [OH-].[Na+] (NaOH), CC1=CC=C2C=CC(NC2=C1)=O (7-Methylquinolin-2(1H)-one), CC1=C2C=CC(NC2=CC=C1)=O (5-Methylquinolin-2(1H)-one), O=P(Cl)(Cl)Cl (POCl3), ice H2O. Reaction SMILES: [CH3:1][C:2]1[CH:11]=[C:10]2[C:5]([CH:6]=[CH:7][C:8](=O)[NH:9]2)=[CH:4][CH:3]=1.CC1C=CC=C2C=1C=CC(=O)N2.[OH-].[Na+].O=P(Cl)(Cl)[Cl:29]>>[Cl:29][C:8]1[CH:7]=[CH:6][C:5]2[C:10](=[CH:11][C:2]([CH3:1])=[CH:3][CH:4]=2)[N:9]=1 |f:2.3|. Procedure details: A mixture of 18a and 18b (2.53 g, 15.9 mmol) was diluted in POCl3 (˜35 mL), and the mixture was heated at reflux for 70 min, before the clear orange solution was cooled to room temperature and poured into ice-H2O (300 mL) in a large beaker. The beaker was immersed in ice and cooled to 0° C. with stirring, and solid NaOH was added until the pH of the mixture was approximately 7. The resultant cloudy suspension was extracted with EtOAc (300 mL) and the organic layers were washed with H2O (100 mL) ... The reactants are ClC=1C=C(CC2=NN(C3=NC=C(C=C32)C3=CC(=C(C=C3)NC(=O)N3CCOCC3)C(N(C)C)=O)COC(C(C)(C)C)=O)C=CC1 (2,2-Dimethyl-propionic acid 3-(3-chloro-benzyl)-5-{3-dimethylcarbamoyl-4-[(morpholine-4-carbonyl)-amino]-phenyl}-pyrazolo[3,4-b]pyridin-1-ylmethyl ester), [OH-].[Na+] (sodium hydroxide). Product: ClC=1C=C(CC2=NNC3=NC=C(C=C32)C3=CC(=C(C=C3)NC(=O)N3CCOCC3)C(N(C)C)=O)C=CC1 (morpholine-4-carboxylic acid {4-[3-(3-chloro-benzyl)-1H-pyrazolo[3,4-b]pyridin-5-yl]-2-dimethylcarbamoyl-phenyl}-amide). Procedure details: 2,2-Dimethyl-propionic acid 3-(3-chloro-benzyl)-5-{3-dimethylcarbamoyl-4-[(morpholine-4-carbonyl)-amino]-phenyl}-pyrazolo[3,4-b]pyridin-1-ylmethyl ester (180 mg, 0.284 mmol) was dissolved in tetrahydrofuran (10 ml). 1 M sodium hydroxide in methanol (3.0 ml) was added to the mixture, and the reaction was stirred for 2 hours at room temperature. The reaction was quenched with sodium bicarbonate solution and extracted with dichloromethane. The organic layer was dried, filtered, and concentrated. Th... Isolated yield 12.2%. Reaction SMILES: [Cl:1][C:2]1[CH:3]=[C:4]([CH:43]=[CH:44][CH:45]=1)[CH2:5][C:6]1[C:14]2[C:9](=[N:10][CH:11]=[C:12]([C:15]3[CH:20]=[CH:19][C:18]([NH:21][C:22]([N:24]4[CH2:29][CH2:28][O:27][CH2:26][CH2:25]4)=[O:23])=[C:17]([C:30](=[O:34])[N:31]([CH3:33])[CH3:32])[CH:16]=3)[CH:13]=2)[N:8](COC(=O)C(C)(C)C)[N:7]=1.[OH-].[Na+]>O1CCCC1.CO>[Cl:1][C:2]1[CH:3]=[C:4]([CH:43]=[CH:44][CH:45]=1)[CH2:5][C:6]1[C:14]2[C:9](=[N:10][CH:11]=[C:12]([C:15]3[CH:20]=[CH:19][C:18]([NH:21][C:22]([N:24]4[CH2:25][CH2:26][O:27][CH2:28][CH2:29]4)=[O:23])=[C:17]([C:30](=[O:34])[N:31]([CH3:32])[CH3:33])[CH:16]=3)[CH:13]=2)[NH:8][N:7]=1 |f:1.2|. Conditions: time 2 hour. The solvent is O1CCCC1 (tetrahydrofuran), CO (methanol). Starting materials: ClC=1N(N=C2C=C(C=CC12)F)C1=CC=C(C=C1)Cl (3-chloro-2-(4-chloro-phenyl)-6-fluoro-2H-indazole), ClC=1C=C(C=CC1)N (3-chloro-phenylamine). Procedure: In analogy to the procedure described in example 4.1, 3-chloro-2-(4-chloro-phenyl)-6-fluoro-2H-indazole (example 40.2) was reacted with 3-chloro-phenylamine ([108-42-9]) in N-methyl 2-pyrrolidone for 72 h at 175° C. in a sealed tube to give the title compound as colorless crystals. MS: m/e=372.1 [M+H+]. Solvent: CN1C(CCC1)=O (N-methyl 2-pyrrolidone). Reaction SMILES: Cl[C:2]1[N:3]([C:12]2[CH:17]=[CH:16][C:15]([Cl:18])=[CH:14][CH:13]=2)[N:4]=[C:5]2[C:10]=1[CH:9]=[CH:8][C:7]([F:11])=[CH:6]2.[Cl:19][C:20]1[CH:21]=[C:22]([NH2:26])[CH:23]=[CH:24][CH:25]=1>CN1CCCC1=O>[Cl:19][C:20]1[CH:21]=[C:22]([NH:26][C:2]2[N:3]([C:12]3[CH:17]=[CH:16][C:15]([Cl:18])=[CH:14][CH:13]=3)[N:4]=[C:5]3[C:10]=2[CH:9]=[CH:8][C:7]([F:11])=[CH:6]3)[CH:23]=[CH:24][CH:25]=1. Yields the product ClC=1C=C(C=CC1)NC=1N(N=C2C=C(C=CC12)F)C1=CC=C(C=C1)Cl ((3-Chloro-phenyl)-[2-(4-chloro-phenyl)-6-fluoro-2H-indazol-3-yl]-amine). Starting materials: CC1=CC=C(C=C1)C1=C(C=NO1)C(=O)O (5-(4-methylphenyl)isoxazole-4-carboxylic acid), C(C)NCC (diethylamine). Product: C(C)N(C(=O)C=1C=NOC1C1=CC=C(C=C1)C)CC (N,N-Diethyl-5-(4-methylphenyl)isoxazole-4-carboxamide), solid. RXN SMILES: [CH3:1][C:2]1[CH:7]=[CH:6][C:5]([C:8]2[O:12][N:11]=[CH:10][C:9]=2[C:13]([OH:15])=O)=[CH:4][CH:3]=1.[CH2:16]([NH:18][CH2:19][CH3:20])[CH3:17]>>[CH2:16]([N:18]([CH2:19][CH3:20])[C:13]([C:9]1[CH:10]=[N:11][O:12][C:8]=1[C:5]1[CH:4]=[CH:3][C:2]([CH3:1])=[CH:7][CH:6]=1)=[O:15])[CH3:17]. Procedure: The title compound was prepared from 5-(4-methylphenyl)isoxazole-4-carboxylic acid (10.2 mg, 0.050 mmol) and diethylamine (4.4 mg, 0.060 mmol) as described in synthetic method A and thereafter purified by preparative HPLC method A to give a solid (7.0 mg). MS (pos) m/z 259.1 (M+1). Reactants: Cl (Hydrochloric acid), C(CCC)[Li] (n-Butyl lithium), C1(=CC=CC=C1)NC(C1=C(C=C(C=C1)Br)OC)=O (N1-phenyl-4-bromo-2-methoxybenzamide), B(OC(C)C)(OC(C)C)OC(C)C (triisopropyl borate). Run in O1CCCC1 (tetrahydrofuran). Conditions: time 30 minute. The product is C(CC1=CC=CC=C1)NC(=O)C1=CC=C(C=C1)B(O)O (4-[(phenethylamino)carbonyl]phenylboronic acid). The yield is 28.6%. As a reaction SMILES: C([Li])C[CH2:3][CH3:4].[C:6]1([NH:12][C:13](=[O:23])[C:14]2[CH:19]=[CH:18][C:17](Br)=[CH:16][C:15]=2OC)[CH:11]=[CH:10][CH:9]=[CH:8][CH:7]=1.[B:24](OC(C)C)([O:29]C(C)C)[O:25]C(C)C.Cl>O1CCCC1>[CH2:6]([NH:12][C:13]([C:14]1[CH:15]=[CH:16][C:17]([B:24]([OH:29])[OH:25])=[CH:18][CH:19]=1)=[O:23])[CH2:11][C:10]1[CH:9]=[CH:8][CH:7]=[CH:4][CH:3]=1. Procedure: n-Butyl lithium(1.6 M in hexane solution, 10 ml, 15.78 mmol) was added slowly to a solution of N1-phenyl-4-bromo-2-methoxybenzamide (1.92 g, 6.31 mmol) in tetrahydrofuran (47 mL) at −78° C. After 30 minutes, triisopropyl borate (2.2 mL, 9.47 mmol) was added rapidly. The reaction mixture was allowed to warm up to room temperature after 13 minutes and stirred for 16 hours. Hydrochloric acid (2.5N, 47 mL) was added and the mixture was stirred for 5 h hours. The layers were separated and the aqueous... The reactants are F (hydrofluoric acid), N[C@@H](CCCN)C(=O)O (ornithine), P(O)(O)(O)=O (orthophosphoric acid). Product: P(=O)(O)(O)O.F.N[C@@H](CCCN)C(=O)O (L-ornithine hydrofluoride phosphate). RXN SMILES: [FH:1].[NH2:2][C@H:3]([C:8]([OH:10])=[O:9])[CH2:4][CH2:5][CH2:6][NH2:7].[P:11](=[O:15])([OH:14])([OH:13])[OH:12]>>[P:11]([OH:15])([OH:14])([OH:13])=[O:12].[FH:1].[NH2:2][C@H:3]([C:8]([OH:10])=[O:9])[CH2:4][CH2:5][CH2:6][NH2:7] |f:3.4.5|. Procedure details: L-ornithine hydrofluoride phosphate was prepared by adding 0.1 mole hydrofluoric acid to 0.1 mole free base ornithine and then adding 0.1 mole of orthophosphoric acid. The resulting solution was concentrated in a vacuum evaporator and poured into 350 ml. of a methanol-ethanol mixture. A gummy precipitate resulted. The precipitate was then dried over calcium chloride in a desiccator. The product was L-ornithine hydrofluoride phosphate.